Dataset: the Open Reaction Database (ORD), a public repository of structured organic reaction records. Task: describe an organic reaction: reactants, conditions, products, and yield Reactants: O=C([O-])[O-], CC(C)(C)OC(=O)N1CCC(c2cc(N(COCC[Si](C)(C)C)COCC[Si](C)(C)C)n3ncc(I)c3n2)CC1, COCCOC, ClCCl, [Na+], [Na+], CC1(C)OB(c2ccc(-c3ccccc3)nc2)OC1(C)C. Yields the product CC(C)(C)OC(=O)N1CCC(c2cc(N(COCC[Si](C)(C)C)COCC[Si](C)(C)C)n3ncc(-c4ccc(-c5ccccc5)nc4)c3n2)CC1. As a reaction SMILES: [C:65](=[O:66])([O-:67])[O-:68].[CH3:1][Si:2]([CH2:3][CH2:4][O:5][CH2:6][N:7]([c:8]1[cH:9][c:10]([CH:18]2[CH2:19][CH2:20][N:21]([C:24](=[O:25])[O:26][C:27]([CH3:28])([CH3:29])[CH3:30])[CH2:22][CH2:23]2)[n:11][c:12]2[n:13]1[n:14][cH:15][c:16]2[I:17])[CH2:31][O:32][CH2:33][CH2:34][Si:35]([CH3:36])([CH3:37])[CH3:38])([CH3:39])[CH3:40].[CH3:71][O:72][CH2:73][CH2:74][O:75][CH3:76].[Cl:62][CH2:63][Cl:64].[Na+:69].[Na+:70].[c:41]1(-[c:47]2[n:48][cH:49][c:50]([B:53]3[O:54][C:55]([CH3:56])([CH3:57])[C:58]([CH3:59])([CH3:60])[O:61]3)[cH:51][cH:52]2)[cH:42][cH:43][cH:44][cH:45][cH:46]1>>[CH3:1][Si:2]([CH2:3][CH2:4][O:5][CH2:6][N:7]([c:8]1[cH:9][c:10]([CH:18]2[CH2:19][CH2:20][N:21]([C:24](=[O:25])[O:26][C:27]([CH3:28])([CH3:29])[CH3:30])[CH2:22][CH2:23]2)[n:11][c:12]2[n:13]1[n:14][cH:15][c:16]2-[c:50]1[cH:49][n:48][c:47](-[c:41]2[cH:42][cH:43][cH:44][cH:45][cH:46]2)[cH:52][cH:51]1)[CH2:31][O:32][CH2:33][CH2:34][Si:35]([CH3:36])([CH3:37])[CH3:38])([CH3:39])[CH3:40].